From a dataset of the Open Reaction Database (ORD), a public repository of structured organic reaction records. describe an organic reaction: reactants, conditions, products, and yield The reactants are FC=1C=C2C(=NC1)N(C=C2B2OC(C(O2)(C)C)(C)C)S(=O)(=O)C2=CC=C(C=C2)C (5-fluoro-1-(p-tolylsulfonyl)-3-(4,4,5,5-tetramethyl-1,3,2-dioxaborolan-2-yl)pyrrolo[2,3-b]pyridine), FC=1C=C2C(=NC1)N(C=C2B2OC(C(O2)(C)C)(C)C)S(=O)(=O)C2=CC=C(C=C2)C (5-fluoro-1-(p-tolylsulfonyl)-3-(4,4,5,5-tetramethyl-1,3,2-dioxaborolan-2-yl)pyrrolo[2,3-b]pyridine), CC(CCO)(C)C (3,3-dimethylbutan-1-ol), ClC1=NC=C(C(=N1)N[C@H](CO)C(C)(C)C)F ((S)-2-((2-chloro-5-fluoropyrimidin-4-yl)amino)-3,3-dimethylbutan-1-ol), [O-]P(=O)([O-])[O-].[K+].[K+].[K+] (K3PO4). The reagents and catalysts are C=1C=CC(=CC1)/C=C/C(=O)/C=C/C2=CC=CC=C2.C=1C=CC(=CC1)/C=C/C(=O)/C=C/C2=CC=CC=C2.C=1C=CC(=CC1)/C=C/C(=O)/C=C/C2=CC=CC=C2.[Pd].[Pd] (Pd2(dba)3), CC(C)C1=CC(=C(C(=C1)C(C)C)C2=C(C=CC=C2)P(C3CCCCC3)C4CCCCC4)C(C)C (X-Phos). Solvent: 2-methyl THF, O (water). Run at temperature 120 celsius. Yields the product FC=1C(=CC(=NC1)C1=CN(C2=NC=C(C=C21)F)S(=O)(=O)C2=CC=C(C)C=C2)N[C@H](CO)C(C)(C)C ((S)-2-(5-fluoro-2-(5-fluoro-1-tosyl-1H-pyrrolo[2,3-b]pyridin-3-yl)pyridin-4-ylamino)-3,3-dimethylbutan-1-ol). As a reaction SMILES: [F:1][C:2]1[CH:3]=[C:4]2[C:10](B3OC(C)(C)C(C)(C)O3)=[CH:9][N:8]([S:20]([C:23]3[CH:28]=[CH:27][C:26]([CH3:29])=[CH:25][CH:24]=3)(=[O:22])=[O:21])[C:5]2=[N:6][CH:7]=1.[CH3:30][C:31]([CH3:36])([CH3:35])[CH2:32][CH2:33][OH:34].ClC1N=[C:42]([NH:44][C@@H:45]([C:48](C)(C)C)CO)[C:41]([F:52])=[CH:40][N:39]=1.[O-]P([O-])([O-])=O.[K+].[K+].[K+]>O.C1C=CC(/C=C/C(/C=C/C2C=CC=CC=2)=O)=CC=1.C1C=CC(/C=C/C(/C=C/C2C=CC=CC=2)=O)=CC=1.C1C=CC(/C=C/C(/C=C/C2C=CC=CC=2)=O)=CC=1.[Pd].[Pd].CC(C1C=C(C(C)C)C(C2C=CC=CC=2P(C2CCCCC2)C2CCCCC2)=C(C(C)C)C=1)C>[F:52][C:41]1[C:40]([NH:39][C@@H:32]([C:31]([CH3:36])([CH3:35])[CH3:30])[CH2:33][OH:34])=[CH:48][C:45]([C:10]2[C:4]3[C:5](=[N:6][CH:7]=[C:2]([F:1])[CH:3]=3)[N:8]([S:20]([C:23]3[CH:24]=[CH:25][C:26]([CH3:29])=[CH:27][CH:28]=3)(=[O:22])=[O:21])[CH:9]=2)=[N:44][CH:42]=1 |f:3.4.5.6,8.9.10.11.12|. Procedure: A mixture of 5-fluoro-1-(p-tolylsulfonyl)-3-(4,4,5,5-tetramethyl-1,3,2-dioxaborolan-2-yl)pyrrolo[2,3-b]pyridine, 7a, (11.09 g, 26.64 mmol), (S)-2-(2-chloro-5-fluoropyrimidin-4-yl)amino)-3,3-dimethylbutan-1-ol, 14a, (6.00 g, 24.22 mmol) and K3PO4 (15.42 g, 72.66 mmol) in 2-methyl THF (90 mL) and water (12.00 mL) was purged with nitrogen for 30 minutes. X-Phos (0.92 g, 1.94 mmol) and Pd2(dba)3 (0.44 g, 0.48 mmol) were added and the reaction mixture was heated at 120° C. in a pressure vial for 2 hr... Starting materials: C(C)(C)(C)OC(=O)N1CCC2=C(N(N=C2CC1)C(C)C)OS(=O)(=O)C(F)(F)F (2-isopropyl-3-trifluoromethanesulfonyloxy-4,5,7,8-tetrahydro-2H-1,2,6-triaza-azulene-6-carboxylic acid tert-butyl ester), ClC1=C(C=CC(=C1)Cl)B(O)O (2,4-dichlorophenylboronic acid). The product is ClC1=C(C=CC(=C1)Cl)C=1N(N=C2CCNCCC12)C(C)C (3-(2,4-Dichloro-phenyl)-2-isopropyl-2,4,5,6,7,8-hexahydro-1,2,6-triaza-azulene). Yield: 21.2%. Reaction SMILES: C(OC([N:8]1[CH2:17][CH2:16][C:15]2[C:11](=[C:12](OS(C(F)(F)F)(=O)=O)[N:13]([CH:18]([CH3:20])[CH3:19])[N:14]=2)[CH2:10][CH2:9]1)=O)(C)(C)C.[Cl:29][C:30]1[CH:35]=[C:34]([Cl:36])[CH:33]=[CH:32][C:31]=1B(O)O>>[Cl:29][C:30]1[CH:35]=[C:34]([Cl:36])[CH:33]=[CH:32][C:31]=1[C:12]1[N:13]([CH:18]([CH3:19])[CH3:20])[N:14]=[C:15]2[C:11]=1[CH2:10][CH2:9][NH:8][CH2:17][CH2:16]2. Procedure details: The title compound (37 mg) was prepared according to Example 189 using 230 mg of 2-isopropyl-3-trifluoromethanesulfonyloxy-4,5,7,8-tetrahydro-2H-1,2,6-triaza-azulene-6-carboxylic acid tert-butyl ester (Example 189, Step A) and 308 mg of 2,4-dichlorophenylboronic acid. MS (ESI): exact mass calculated for C16H19Cl2N3, 323.10. found, m/z 324.4 [M+H]+, 326.4 [M+H]+. 1H NMR (500 MHz, CD3OD): 7.73-7.72 (m, 1H), 7.54-7.51 (m, 1H), 7.37-7.35 (m, 1H), 4.65 (br s, 1H), 4.11-4.05 (m, 1H), 3.43-3.40 (m, 2H)... Starting materials: NC1=NC(N(C=C1)C1OC(C(C1(C)OC(C1=CC=CC=C1)=O)OC(C1=CC=CC=C1)=O)COC(C1=CC=CC=C1)=O)=O (4-amino-1-(3,4-dibenzoyloxy-5-benzoyloxymethyl-3-methyl-tetrahydro-furan-2-yl)-1H-pyrimidin-2-one), C[O-].[Na+].CO (NaOMe MeOH). The product is NC1=NC(N(C=C1)C1OC(C(C1(C)O)O)CO)=O (4-amino-1-(3,4-dihydroxy-5-hydroxymethyl-3-methyl-tetrahydro-furan-2-yl)-1H-pyrimidin-2-one). RXN SMILES: [NH2:1][C:2]1[CH:7]=[CH:6][N:5]([CH:8]2[C:12]([O:14]C(=O)C3C=CC=CC=3)([CH3:13])[CH:11]([O:23]C(=O)C3C=CC=CC=3)[CH:10]([CH2:32][O:33]C(=O)C3C=CC=CC=3)[O:9]2)[C:4](=[O:42])[N:3]=1.C[O-].[Na+].CO>>[NH2:1][C:2]1[CH:7]=[CH:6][N:5]([CH:8]2[C:12]([OH:14])([CH3:13])[CH:11]([OH:23])[CH:10]([CH2:32][OH:33])[O:9]2)[C:4](=[O:42])[N:3]=1 |f:1.2.3|. Reported procedure: In one synthesis method, depicted in FIG. 1a, the synthesis comprises reacting cytosine, BSA and SnCl4/acetonitrile with 1,2,3,5-tetra-O-benzoyl-2-C-methyl-β-D-ribofuranose (1) to form 4-amino-1-(3,4-dibenzoyloxy-5-benzoyloxymethyl-3-methyl-tetrahydro-furan-2-yl)-1H-pyrimidin-2-one (2); and reacting (2) with NaOMe/MeOH to provide 4-amino-1-(3,4-dihydroxy-5-hydroxymethyl-3-methyl-tetrahydro-furan-2-yl)-1H-pyrimidin-2-one (3), also known as 2-C-methyl-β-D-ribofuranose. The use of cytosine as a sta... Reactants: COC1=CC=C(C(C2=CC=C(C=C2)OC)(C2=CC=CC=C2)Cl)C=C1 (4,4′-dimethoxytrityl chloride), OCCCC(=O)O (4-hydroxybutyric acid), N1=CC=CC=C1 (Pyridine). Product: C(C)[NH+](CC)CC.COC1=CC=C(C(C2=CC=C(C=C2)OC)(C2=CC=CC=C2)OCCCC(=O)[O-])C=C1 (4-[(4,4′-Dimethoxytrityl)oxy]Butyric Acid, Triethylammonium Salt). RXN SMILES: [CH3:1][O:2][C:3]1[CH:24]=[CH:23][C:6]([C:7](Cl)([C:16]2[CH:21]=[CH:20][CH:19]=[CH:18][CH:17]=2)[C:8]2[CH:13]=[CH:12][C:11]([O:14][CH3:15])=[CH:10][CH:9]=2)=[CH:5][CH:4]=1.[OH:25][CH2:26][CH2:27][CH2:28][C:29]([OH:31])=[O:30].[N:32]1[CH:37]=[CH:36]C=[CH:34][CH:33]=1>>[CH2:33]([NH+:32]([CH2:24][CH3:3])[CH2:37][CH3:36])[CH3:34].[CH3:1][O:2][C:3]1[CH:24]=[CH:23][C:6]([C:7]([O:25][CH2:26][CH2:27][CH2:28][C:29]([O-:31])=[O:30])([C:16]2[CH:21]=[CH:20][CH:19]=[CH:18][CH:17]=2)[C:8]2[CH:13]=[CH:12][C:11]([O:14][CH3:15])=[CH:10][CH:9]=2)=[CH:5][CH:4]=1 |f:3.4|. Reported procedure: A solution of 4,4′-dimethoxytrityl chloride (695 mg, 2.05 mmol) and 4-hydroxybutyric acid (208 mg, 2.0 mmol) in anhydrous Pyridine (20 mL) was stirred overnight and concentrated to an oil in vacuo. The residue was dissolved in a mixture of MeOH and CH2Cl2 (95:5, v/v; 200 mL) and washed with 2M aqueous triethylammonium acetate (5×20 mL). The organic solution was evaporated, re-dissolved in CH2Cl2, dried over Na2SO4, and evaporated to give the crude title compound in a quantitative yield (1016 mg)... Reactants: ClC1=C2N=C(N(C2=NC=N1)CC1CCOCC1)C1=C(C=CC=C1)Cl (6-Chloro-8-(2-chloro-phenyl)-9-(tetrahydro-pyran-4-ylmethyl)-9H-purine), CN1CCNCC1 (N-methylpiperazine), hydrochloride salt. Yields the product Cl.ClC1=C(C=CC=C1)C=1N(C2=NC=NC(=C2N1)N1CCN(CC1)C)CC1CCOCC1 (8-(2-Chloro-phenyl)-6-(4-methyl-piperazin-1-yl)-9-(tetrahydro-pyran-4-ylmethyl)-9H-purine hydrochloride salt). Reaction SMILES: [Cl:1][C:2]1[N:10]=[CH:9][N:8]=[C:7]2[C:3]=1[N:4]=[C:5]([C:18]1[CH:23]=[CH:22][CH:21]=[CH:20][C:19]=1[Cl:24])[N:6]2[CH2:11][CH:12]1[CH2:17][CH2:16][O:15][CH2:14][CH2:13]1.[CH3:25][N:26]1[CH2:31][CH2:30][NH:29][CH2:28][CH2:27]1>>[ClH:1].[Cl:24][C:19]1[CH:20]=[CH:21][CH:22]=[CH:23][C:18]=1[C:5]1[N:6]([CH2:11][CH:12]2[CH2:17][CH2:16][O:15][CH2:14][CH2:13]2)[C:7]2[C:3]([N:4]=1)=[C:2]([N:29]1[CH2:30][CH2:31][N:26]([CH3:25])[CH2:27][CH2:28]1)[N:10]=[CH:9][N:8]=2 |f:2.3|. Procedure: Displace 6-Chloro-8-(2-chloro-phenyl)-9-(tetrahydro-pyran-4-ylmethyl)-9H-purine with N-methylpiperazine and prepare hydrochloride salt using the same procedure as example 1 to give the title compound. MS (m/z): 427 (M+1) As a reaction SMILES: [Br:1][CH2:2][CH2:3][CH2:4][CH2:5][CH2:6][CH2:7][CH2:8][CH2:9][CH2:10][CH2:11][O:12][C:13]1[CH:18]=[CH:17][C:16]([N:19]=[N:20][C:21]2[CH:26]=[CH:25][C:24]([CH2:27][CH2:28][CH2:29][CH2:30][CH2:31][CH2:32][CH2:33][CH2:34][CH2:35][CH2:36][CH2:37][CH3:38])=[CH:23][CH:22]=2)=[CH:15][CH:14]=1.[CH3:39][N:40]([CH3:44])[CH2:41][CH2:42][OH:43].O1CCCC1>CO>[Br-:1].[CH2:27]([C:24]1[CH:25]=[CH:26][C:21]([N:20]=[N:19][C:16]2[CH:17]=[CH:18][C:13]([O:12][CH2:11][CH2:10][CH2:9][CH2:8][CH2:7][CH2:6][CH2:5][CH2:4][CH2:3][CH2:2][N+:40]([CH2:41][CH2:42][OH:43])([CH3:44])[CH3:39])=[CH:14][CH:15]=2)=[CH:22][CH:23]=1)[CH2:28][CH2:29][CH2:30][CH2:31][CH2:32][CH2:33][CH2:34][CH2:35][CH2:36][CH2:37][CH3:38] |f:4.5|. Procedure details: A 3000 ml three-necked round bottom flask was equipped with magnetic stirring, a heating mantle, a reflux condenser, and a nitrogen atmosphere. The flask was charged with 4-(10-bromodecyloxy)-4'-dodecylazobenzene (40 g, 0.068 mol), dimethylethanolamine (95.2 g, 1.068 mole) and 1050 ml of tetrahydrofuran. The reaction mixture was allowed to reflux for 24 hours. During the course of the reaction mixture. After 24 hours, the reaction mixture was cooled to room temperature, and then chilled in an ic... The reactants are BrCCCCCCCCCCOC1=CC=C(C=C1)N=NC1=CC=C(C=C1)CCCCCCCCCCCC (4-(10-bromodecyloxy)-4'-dodecylazobenzene), CN(CCO)C (dimethylethanolamine), O1CCCC1 (tetrahydrofuran), crude product. Solvent: CO (methanol). Run at time 24 hour. Product: [Br-].C(CCCCCCCCCCC)C1=CC=C(C=C1)N=NC1=CC=C(OCCCCCCCCCC[N+](C)(C)CCO)C=C1 (10-[4-[[4-(dodecyl)phenyl]azo]phenoxy]-N-(2-hvdroxyethyl)-N,N-dimethyl-1-decanaminium bromide). Run at time 2 hour. Solvent: O (water), O (water). Product: ClCCOCCS(=O)(=O)[O-].[Na+] (sodium 2-chloroethoxyethyl sulphonate). Procedure details: Bis(2-chloroethyl)ether (94.4 g), ethanol (250 ml) and water (90 ml) were stirred together under reflux, and a solution of sodium sulphite (25.0 g) in distilled water (90 ml) was added to the stirred, refluxing reaction mixture over a period of 2 hours. After the addition, refluxing was continued for two hours after which time the excess alcohol and bis(2-chloroethyl) ether were removed by distillation. The remaining aqueous solution was evaporated to dryness on a water bath to give a white crys... As a reaction SMILES: [Cl:1][CH2:2][CH2:3][O:4][CH2:5][CH2:6]Cl.C(O)C.[S:11]([O-:14])([O-:13])=[O:12].[Na+:15].[Na+].C(OCC)C>O>[Cl:1][CH2:2][CH2:3][O:4][CH2:5][CH2:6][S:11]([O-:14])(=[O:13])=[O:12].[Na+:15] |f:2.3.4,7.8|. The reactants are C(C)OCC (diethyl ether), ClCCOCCCl (Bis(2-chloroethyl)ether), C(C)O (ethanol), S(=O)([O-])[O-].[Na+].[Na+] (sodium sulphite). Reactants: [N+](=O)([O-])C1=CC=C(C=C1)N1CCC(CC1)N1CCC(CC1)C1=CC=CC=C1 (1-(4-Nitrophenyl)-4-(4-phenyl-1-piperidinyl)piperidine), [H][H] (hydrogen). The reagents and catalysts are [C].[Pd] (palladium carbon). Solvent: CO (methanol). Yields the product NC1=CC=C(C=C1)N1CCC(CC1)N1CCC(CC1)C1=CC=CC=C1 (1-(4-Aminophenyl)-4-(4-phenyl-1-piperidinyl)piperidine). RXN SMILES: [N+:1]([C:4]1[CH:9]=[CH:8][C:7]([N:10]2[CH2:15][CH2:14][CH:13]([N:16]3[CH2:21][CH2:20][CH:19]([C:22]4[CH:27]=[CH:26][CH:25]=[CH:24][CH:23]=4)[CH2:18][CH2:17]3)[CH2:12][CH2:11]2)=[CH:6][CH:5]=1)([O-])=O.[H][H]>CO.[C].[Pd]>[NH2:1][C:4]1[CH:5]=[CH:6][C:7]([N:10]2[CH2:15][CH2:14][CH:13]([N:16]3[CH2:17][CH2:18][CH:19]([C:22]4[CH:23]=[CH:24][CH:25]=[CH:26][CH:27]=4)[CH2:20][CH2:21]3)[CH2:12][CH2:11]2)=[CH:8][CH:9]=1 |f:3.4|. Reported procedure: 0.5 g of palladium carbon (containing 10% by weight palladium) was added to a solution of 1.2 g (2.7 mmol) of 1-(4-nitrophenyl)-4-(4-phenyl-1-piperidinyl)piperidine (cf. Example 8) in 100 ml of methanol. Hydrogenation was continued until hydrogen uptake ceased, then the solids were filtered off and the solvent was removed under reduced pressure. Starting materials: BrC1=C(C=O)C=C(C=C1)OCC (2-Bromo-5-ethoxy-benzaldehyde), BrC1=C(C=C(C=C1)OCC)C(P(OCC)(OCC)=O)O (Diethyl (2-bromo-5-ethoxyphenyl)-(hydroxy)-methyl-phosphonate), P(OCC)(OCC)[O-] (diethyl phosphite), P(OCC)(OCC)[O-] (Diethyl phosphite), MgO, [Cr](=O)(=O)([O-])Cl.[NH+]1=CC=CC=C1 (pyridinium chlorochromate), [Cr](=O)(=O)([O-])Cl.[NH+]1=CC=CC=C1 (Pyridinium chlorochromate). Solvent: C1(=CC=CC=C1)C (toluene), ClCCl (dichloromethane), ClCCl (dichloromethane), CCOC(=O)C (EtOAc), O (H2O), C(=O)(O)[O-].[Na+] (NaHCO3). Run at time 1.75 hour. Product: BrC1=C(C=C(C=C1)OCC)C(=O)P(OCC)(OCC)=O (diethyl (2-bromo-5-ethoxyphenyl)-oxomethylphosphonate). Reaction SMILES: BrC1C=CC(OCC)=CC=1C=O.P([O-])(OCC)OCC.[Br:21][C:22]1[CH:27]=[CH:26][C:25]([O:28][CH2:29][CH3:30])=[CH:24][C:23]=1[CH:31]([OH:40])[P:32](=[O:39])([O:36][CH2:37][CH3:38])[O:33][CH2:34][CH3:35].[Cr](Cl)([O-])(=O)=O.[NH+]1C=CC=CC=1>C1(C)C=CC=CC=1.CCOC(C)=O.O.C([O-])(O)=O.[Na+].ClCCl>[Br:21][C:22]1[CH:27]=[CH:26][C:25]([O:28][CH2:29][CH3:30])=[CH:24][C:23]=1[C:31]([P:32](=[O:39])([O:33][CH2:34][CH3:35])[O:36][CH2:37][CH3:38])=[O:40] |f:3.4,8.9|. Reported procedure: 2-Bromo-5-hydroxybenzaldehyde (0.96 g, 4.8 mmol) was dissolved in anhydrous DMSO (10 mL). Iodoethane (0.50 mL, 6.2 mmol) and Cs2CO3 (1.9 g, 6.3 mmol) were added and the mixture stirred at room temperature for 1.5 hours. Additional Cs2CO3 (1.45 g, 4.8 mmol) was added to the reaction mixture and then was stirred for 30 minutes. The reaction mixture was diluted with H2O and EtOAc and the layers were separated. Brine was added to the aqueous layer and it was extracted twice with EtOAc. The combined ... Starting materials: C1OC=2C=C(C=CC2O1)CCC=CCCBr (6-(3,4-methylenedioxyphenyl)-3-hexenyl bromide), [I-].[Na+] (sodium iodide). Solvent: CC(=O)C (acetone). Product: C1OC=2C=C(C=CC2O1)CCC=CCCI (6-(3,4-Methylenedioxyphenyl)-3-hexenyl iodide). As a reaction SMILES: [CH2:1]1[O:9][C:8]2[CH:7]=[CH:6][C:5]([CH2:10][CH2:11][CH:12]=[CH:13][CH2:14][CH2:15]Br)=[CH:4][C:3]=2[O:2]1.[I-:17].[Na+]>CC(C)=O>[CH2:1]1[O:9][C:8]2[CH:7]=[CH:6][C:5]([CH2:10][CH2:11][CH:12]=[CH:13][CH2:14][CH2:15][I:17])=[CH:4][C:3]=2[O:2]1 |f:1.2|. Reported procedure: 6-(3,4-Methylenedioxyphenyl)-3-hexenyl iodide [VI; Ar is 3,4-methylenedioxyphenyl, R is H] was prepared from 12.9 g. of 6-(3,4-methylenedioxyphenyl)-3-hexenyl bromide (Preparation C2) and 7 g. of sodium iodide in 120 ml. of acetone, refluxed for three hours, affording 12.5 g. of product as an oil.